This data is from the Open Reaction Database (ORD), a public repository of structured organic reaction records. The task is: describe an organic reaction: reactants, conditions, products, and yield Reactants: ClC1=C(C(=NC=C1)C)OC (4-chloro-3-methoxy-2-methylpyridine), O.OO (hydrogen peroxide water). Solvent: C(C)(=O)O (acetic acid). Reaction conditions: temperature 90 celsius. Yields the product ClC1=C(C(=[N+](C=C1)[O-])C)OC (4-chloro-3-methoxy-2-methylpyridine N-oxide). Reaction SMILES: [Cl:1][C:2]1[CH:7]=[CH:6][N:5]=[C:4]([CH3:8])[C:3]=1[O:9][CH3:10].[OH2:11].OO>C(O)(=O)C>[Cl:1][C:2]1[CH:7]=[CH:6][N+:5]([O-:11])=[C:4]([CH3:8])[C:3]=1[O:9][CH3:10] |f:1.2|. Procedure details: 36.98 g of 4-chloro-3-methoxy-2-methylpyridine (V) was dissolved in 685 ml of acetic acid and 92 ml of hydrogen peroxide water was added thereto and the resulting mixture was heated at 90° C. for 24 hours, and thereafter, the reaction solution was distilled off under reduced pressure. The resulting residue was dissolved in chloroform and washed with saturated sodium bicarbonate solution, and saturated salt water, and thereafter, dried over anhydrous sodium sulfate. The solvent was distilled off ... Starting materials: O=C([O-])[O-], CC(C)C(CCOS(C)(=O)=O)C(F)(F)F, CS(C)=O, Cl, COC(=O)CS(=O)(=O)CCC(F)(F)F, [K+], [K+]. Product: COC(=O)C(CCC(C(C)C)C(F)(F)F)S(=O)(=O)CCC(F)(F)F. As a reaction SMILES: [C:30](=[O:31])([O-:32])[O-:33].[CH3:1][S:2]([O:3][CH2:6][CH2:7][CH:8]([CH:9]([CH3:10])[CH3:11])[C:12]([F:13])([F:14])[F:15])(=[O:4])=[O:5].[CH3:37][S:38](=[O:39])[CH3:40].[ClH:36].[F:16][C:17]([CH2:18][CH2:19][S:20](=[O:21])(=[O:22])[CH2:23][C:24](=[O:25])[O:26][CH3:27])([F:28])[F:29].[K+:34].[K+:35]>>[CH2:6]([CH2:7][CH:8]([CH:9]([CH3:10])[CH3:11])[C:12]([F:13])([F:14])[F:15])[CH:23]([S:20]([CH2:19][CH2:18][C:17]([F:16])([F:28])[F:29])(=[O:21])=[O:22])[C:24](=[O:25])[O:26][CH3:27]. The reactants are ClC1=C(C=CC(=C1)Cl)C(C=NNC(=O)OC)CCC (1-[2-(2,4-dichlorophenyl)-pentylidene]-2-methoxycarbonylhydrazine). Reagents/catalysts: [Pt] (platinum/charcoal). The solvent is C(C)(=O)O (acetic acid). The product is ClC1=C(C=CC(=C1)Cl)C(CNNC(=O)OC)CCC (1-[2-(2,4-Dichlorophenyl)-pentyl]-2-methoxycarbonylhydrazine). As a reaction SMILES: [Cl:1][C:2]1[CH:7]=[C:6]([Cl:8])[CH:5]=[CH:4][C:3]=1[CH:9]([CH2:17][CH2:18][CH3:19])[CH:10]=[N:11][NH:12][C:13]([O:15][CH3:16])=[O:14]>[Pt].C(O)(=O)C>[Cl:1][C:2]1[CH:7]=[C:6]([Cl:8])[CH:5]=[CH:4][C:3]=1[CH:9]([CH2:17][CH2:18][CH3:19])[CH2:10][NH:11][NH:12][C:13]([O:15][CH3:16])=[O:14]. Reported procedure: 1.2 g of a platinum/charcoal catalyst (5% by weight of Pt) are added to a solution of 12.0 g (0.04 mol) of 1-[2-(2,4-dichlorophenyl)-pentylidene]-2-methoxycarbonylhydrazine in 80 ml of acetic acid, and the mixture is hydrogenated at 40° C. under a hydrogen pressure of 50 bar for 2 hours. Filtration of the reaction mixture and column-chromatography of the residue after evaporation yield 9.4 g (78% of theory) of the above product: Reactants: [H-].[H-].[H-].[H-].[Li+].[Al+3] (LiAlH4), CN(CCN1C(CCC2=CC=CC=C12)=O)C (1-(2-(Dimethylamino)ethyl)-3,4-dihydroquinolin-2(1H)-one). The solvent is C1CCOC1 (THF). Run at time 18 hour. Product: N1(CCCC2=CC=CC=C12)CCN(C)C (2-(3,4-Dihydroquinolin-1(2H)-yl)-N,N-dimethylethanamine). The yield is 47.2%. As a reaction SMILES: [H-].[H-].[H-].[H-].[Li+].[Al+3].[CH3:7][N:8]([CH3:22])[CH2:9][CH2:10][N:11]1[C:20]2[C:15](=[CH:16][CH:17]=[CH:18][CH:19]=2)[CH2:14][CH2:13][C:12]1=O>C1COCC1>[N:11]1([CH2:10][CH2:9][N:8]([CH3:22])[CH3:7])[C:20]2[C:15](=[CH:16][CH:17]=[CH:18][CH:19]=2)[CH2:14][CH2:13][CH2:12]1 |f:0.1.2.3.4.5|. Reported procedure: A solution of LiAlH4 (39.39 mL, 39.397 mmol, 1 M solution in THF) was treated with compound 2 (2.15 g, 9.849 mmol) in dry THF (25 mL) at 0° C. The reaction was brought to room temperature and stirred for over night (18 h). The reaction was quenched with water (1.5 mL), 2 N NaOH solution (1.5 mL) and water (1.5 mL). After stirring for 30 min. at room temperature, the reaction was filtered, washed with CH2Cl2 (4×20 mL). The combined organic layer was evaporated and crude was purified by column chr... Starting materials: C(C)(=O)OCCCN1C(N(C2=C(C1=O)N(C=C2C)CC2=CC=C(C=C2)Cl)C)=O (3-(5-(4-chlorobenzyl)-1,7-dimethyl-2,4-dioxo-1H-pyrrolo[3,2-d]pyrimidin-3 (2H,4H,5H)-yl)propyl acetate), O[Li].O (LiOH.H2O). Run in C1CCOC1 (THF), O (water), C(Cl)Cl (DCM), O (water). Reaction conditions: time 30 minute. The product is ClC1=CC=C(CN2C=C(C=3N(C(N(C(C32)=O)CCCO)=O)C)C)C=C1 (5-(4-chlorobenzyl)-3-(3-hydroxypropyl)-1,7-dimethyl-1H-pyrrolo[3,2-d]pyrimidine-2,4(3H,5H)-dione). Yield: 41.9%. RXN SMILES: C([O:4][CH2:5][CH2:6][CH2:7][N:8]1[C:13](=[O:14])[C:12]2[N:15]([CH2:19][C:20]3[CH:25]=[CH:24][C:23]([Cl:26])=[CH:22][CH:21]=3)[CH:16]=[C:17]([CH3:18])[C:11]=2[N:10]([CH3:27])[C:9]1=[O:28])(=O)C.O[Li].O>C1COCC1.O.C(Cl)Cl>[Cl:26][C:23]1[CH:22]=[CH:21][C:20]([CH2:19][N:15]2[C:12]3[C:13](=[O:14])[N:8]([CH2:7][CH2:6][CH2:5][OH:4])[C:9](=[O:28])[N:10]([CH3:27])[C:11]=3[C:17]([CH3:18])=[CH:16]2)=[CH:25][CH:24]=1 |f:1.2|. Reported procedure: To a solution of 3-(5-(4-chlorobenzyl)-1,7-dimethyl-2,4-dioxo-1H-pyrrolo[3,2-d]pyrimidin-3 (2H,4H,5H)-yl)propyl acetate (40 mg, 0.099 mmol) in THF (5 mL) and water (5 mL) was added LiOH.H2O (4.74 mg, 0.198 mmol). The reaction was stirred at RT for 30 min then diluted with DCM (5 mL) and water (5 mL). The organic layer was dried over Na2SO4 and concentrated to a residue which was purified by Prep HPLC to give 5-(4-chlorobenzyl)-3-(3-hydroxypropyl)-1,7-dimethyl-1H-pyrrolo[3,2-d]pyrimidine-2,4(3H,5... Product: S(=O)(=O)(O)[O-].C(=O)(O)C1C[NH+](C1)CC1=C(C(=CC=C1)C=1SC(=NN1)C1=CC(=C(C=C1)OC(C)C)Cl)CC (3-carboxy-1-(3-(5-(3-chloro-4-isopropoxyphenyl)-1,3,4-thiadiazol-2-yl)-2-ethylbenzyl)azetidin-1-ium hydrogensulfate). RXN SMILES: [Cl:1][C:2]1[CH:3]=[C:4]([C:12]2[S:16][C:15]([C:17]3[C:18]([CH2:31][CH3:32])=[C:19]([CH:28]=[CH:29][CH:30]=3)[CH2:20][N:21]3[CH2:24][CH:23]([C:25]([OH:27])=[O:26])[CH2:22]3)=[N:14][N:13]=2)[CH:5]=[CH:6][C:7]=1[O:8][CH:9]([CH3:11])[CH3:10].[OH:33][S:34]([OH:37])(=[O:36])=[O:35]>C1COCC1>[S:34]([O-:37])([OH:36])(=[O:35])=[O:33].[C:25]([CH:23]1[CH2:24][NH+:21]([CH2:20][C:19]2[CH:28]=[CH:29][CH:30]=[C:17]([C:15]3[S:16][C:12]([C:4]4[CH:5]=[CH:6][C:7]([O:8][CH:9]([CH3:10])[CH3:11])=[C:2]([Cl:1])[CH:3]=4)=[N:13][N:14]=3)[C:18]=2[CH2:31][CH3:32])[CH2:22]1)([OH:27])=[O:26] |f:3.4|. Run at time 30 minute. Starting materials: ClC=1C=C(C=CC1OC(C)C)C1=NN=C(S1)C=1C(=C(CN2CC(C2)C(=O)O)C=CC1)CC (1-(3-(5-(3-chloro-4-isopropoxyphenyl)-1,3,4-thiadiazol-2-yl)-2-ethylbenzyl)azetidine-3-carboxylic acid), OS(=O)(=O)O (H2SO4). Run in C1CCOC1 (THF). Procedure details: To a solution of 1-(3-(5-(3-chloro-4-isopropoxyphenyl)-1,3,4-thiadiazol-2-yl)-2-ethylbenzyl)azetidine-3-carboxylic acid (100 mg, 0.212 mmol) in THF (2 mL) was added H2SO4 (0.286 mL, 4%, aq. solution). The mixture became clear and stirred for 30 min at rt. The solution was concentrated under the reduced pressure and dried in vacuum to give 3-carboxy-1-(3-(5-(3-chloro-4-isopropoxyphenyl)-1,3,4-thiadiazol-2-yl)-2-ethylbenzyl)azetidin-1-ium hydrogensulfate (123 mg) as pale yellow crystalline solid. Procedure details: A mixture of 4-(1-(4-methoxybenzyl)-3-iodo-1H-pyrazolo[3,4-b]pyridin-4-yloxy)-3-fluorobenzenamine (0.123 g, 0.25 mmol, prepared according to Example 7, Step B), 1-(2-methoxyethyl)piperidin-4-amine (0.119 g, 0.750 mmol), copper(I)iodide (0.00952 g, 0.0500 mmol), (S)-pyrrolidine-2-carboxylic acid (0.0115 g, 0.100 mmol), K2CO3 (0.173 g, 1.25 mmol), and DMSO (0.5 mL) was stirred at 100° C. for 3 days in a sealed vessel. The reaction was partitioned between EtOAc and water. The phases were separated ... Reactants: COC1=CC=C(CN2N=C(C=3C2=NC=CC3OC3=C(C=C(C=C3)N)F)I)C=C1 (4-(1-(4-methoxybenzyl)-3-iodo-1H-pyrazolo[3,4-b]pyridin-4-yloxy)-3-fluorobenzenamine), COCCN1CCC(CC1)N (1-(2-methoxyethyl)piperidin-4-amine), N1[C@@H](CCC1)C(=O)O ((S)-pyrrolidine-2-carboxylic acid), C(=O)([O-])[O-].[K+].[K+] (K2CO3). RXN SMILES: [CH3:1][O:2][C:3]1[CH:28]=[CH:27][C:6]([CH2:7][N:8]2[C:12]3=[N:13][CH:14]=[CH:15][C:16]([O:17][C:18]4[CH:23]=[CH:22][C:21]([NH2:24])=[CH:20][C:19]=4[F:25])=[C:11]3[C:10](I)=[N:9]2)=[CH:5][CH:4]=1.[CH3:29][O:30][CH2:31][CH2:32][N:33]1[CH2:38][CH2:37][CH:36]([NH2:39])[CH2:35][CH2:34]1.N1CCC[C@H]1C(O)=O.C([O-])([O-])=O.[K+].[K+]>[Cu]I.CS(C)=O>[CH3:1][O:2][C:3]1[CH:28]=[CH:27][C:6]([CH2:7][N:8]2[C:12]3=[N:13][CH:14]=[CH:15][C:16]([O:17][C:18]4[CH:23]=[CH:22][C:21]([NH2:24])=[CH:20][C:19]=4[F:25])=[C:11]3[C:10]([NH:39][CH:36]3[CH2:37][CH2:38][N:33]([CH2:32][CH2:31][O:30][CH3:29])[CH2:34][CH2:35]3)=[N:9]2)=[CH:5][CH:4]=1 |f:3.4.5|. Yields the product COC1=CC=C(CN2N=C(C=3C2=NC=CC3OC3=C(C=C(C=C3)N)F)NC3CCN(CC3)CCOC)C=C1 (1-(4-methoxybenzyl)-4-(4-amino-2-fluorophenoxy)-N-(1-(2-methoxyethyl)piperidin-4-yl)-1H-pyrazolo[3,4-b]pyridin-3-amine). Run at temperature 100 celsius, time 3 day. The reagents and catalysts are [Cu]I (copper(I)iodide). The solvent is CS(=O)C (DMSO). Starting materials: O1C(CCCC1)N1N=C(C2=CC(=CC=C12)C1=NN(C=N1)C(C1=CC=CC=C1)(C1=CC=CC=C1)C1=CC=CC=C1)C=1C=C(C(=O)OC)C=CC1 (methyl 3-{1-perhydro-2H-pyran-2-yl-5-[1-(triphenylmethyl)(1,2,4-triazol-3-yl)]-1H-indazol-3-yl}benzoate), O.[OH-].[Li+] (lithium hydroxide monohydrate), CC(CN)(C)C (2,2-dimethylpropyl amine), O.ON1N=NC2=C1C=CC=C2 (1-hydroxybenzotriazole hydrate), Cl.CN(CCCN=C=NCC)C (1-(3-dimethylaminopropyl)-3-ethylcarbodiimide hydrochloride). The solvent is O1CCCC1.O (tetrahydrofuran water), O1CCCC1 (tetrahydrofuran). Run at temperature 60 celsius, time 67 hour. The product is N1N=CN=C1C=1C=C2C(=NNC2=CC1)C=1C=C(C=CC1)C(=O)NCC(C)(C)C ([3-(5-(1H-1,2,4-TRIAZOL-5-YL)(1H-INDAZOL-3-YL))PHENYL]-N-(2,2-DIMETHYLPROPYL)CARBOXAMIDE). Isolated yield 134.9%. As a reaction SMILES: O1CCCCC1[N:7]1[C:15]2[C:10](=[CH:11][C:12]([C:16]3[N:20]=[CH:19][N:18](C(C4C=CC=CC=4)(C4C=CC=CC=4)C4C=CC=CC=4)[N:17]=3)=[CH:13][CH:14]=2)[C:9]([C:40]2[CH:41]=[C:42]([CH:47]=[CH:48][CH:49]=2)[C:43](OC)=[O:44])=[N:8]1.O.[OH-].[Li+].[CH3:53][C:54]([CH3:58])([CH3:57])[CH2:55][NH2:56].O.ON1C2C=CC=CC=2N=N1.Cl.CN(C)CCCN=C=NCC>O1CCCC1.O1CCCC1.O>[NH:17]1[C:16]([C:12]2[CH:11]=[C:10]3[C:15](=[CH:14][CH:13]=2)[NH:7][N:8]=[C:9]3[C:40]2[CH:41]=[C:42]([C:43]([NH:56][CH2:55][C:54]([CH3:58])([CH3:57])[CH3:53])=[O:44])[CH:47]=[CH:48][CH:49]=2)=[N:20][CH:19]=[N:18]1 |f:1.2.3,5.6,7.8,10.11|. Reported procedure: To a stirred solution of methyl 3-{1-perhydro-2H-pyran-2-yl-5-[1-(triphenylmethyl)(1,2,4-triazol-3-yl)]-1H-indazol-3-yl}benzoate (0.431 g, 0.667 mmol) in a tetrahydrofuran/water mixture (2.70 mL/1.62 mL) was added lithium hydroxide monohydrate (0.0840 g, 2.00 mmol) and the mixture heated at 60° C. for 21 h. To this mixture was added tetrahydrofuran (2.16 mL), 2,2-dimethylpropyl amine (0.174 g, 2.00 mmol), 1-hydroxybenzotriazole hydrate (0.270 g, 2.00 mmol) and 1-(3-dimethylaminopropyl)-3-ethylca... The solvent is C(Cl)Cl (CH2Cl2). As a reaction SMILES: [OH:1][C:2]1[CH:10]=[CH:9][C:8]2[N:7]([CH3:11])[C:6]3[C:12](=[O:15])[CH2:13][CH2:14][C:5]=3[C:4]=2[CH:3]=1.N12CCCN=C1CCCCC2.[CH3:27][N:28]=[C:29]=[O:30]>C(Cl)Cl>[CH3:27][NH:28][C:29]([O:1][C:2]1[CH:10]=[CH:9][C:8]2[N:7]([CH3:11])[C:6]3[C:12](=[O:15])[CH2:13][CH2:14][C:5]=3[C:4]=2[CH:3]=1)=[O:30]. Conditions: time 8 hour. Procedure: 7-Chloroacetyloxy-1,4-dihydro-4-methylcyclopent[b]indol- 3(2H)-one (5.0 g) was suspended in EtOH (100 ml), and thereafter 10% NaOH solution (50 ml) was added and the mixture was stirred at room temperature for 3 hours. The mixture was concentrated in vacuo, CH2Cl2 (100 ml) was added followed by 10% HCl until the aqueous layer was neutralized. The layers were separated and the aqueous phase extracted with CH2Cl2 (2×100 ml). The organic portion was dried (Na2SO4) and concentrated and the residue w... Reactants: N12CCCCCC2=NCCC1 (1,8-diazabicyclo[5.4.0]undec-7-ene), OC1=CC=2C3=C(N(C2C=C1)C)C(CC3)=O (1,4-dihydro-7-hydroxy-4-methylcyclopent[b]indol-3(2H)-one), CN=C=O (methyl isocyanate). The product is CNC(=O)OC1=CC=2C3=C(N(C2C=C1)C)C(CC3)=O (1,4-dihydro-7 -methylaminocarbonyloxy-4-methylcyclopent[b]indol-3(2H)-one). Reactants: Cc1cnc(N2CCC(C3CCN(C(=O)OC(C)(C)C)CC3)CC2)cn1, O=C(O)C(F)(F)F. Product: Cc1cnc(N2CCC(C3CCNCC3)CC2)cn1. RXN SMILES: [CH3:1][c:2]1[n:3][cH:4][c:5]([N:8]2[CH2:9][CH2:10][CH:11]([CH:14]3[CH2:15][CH2:16][N:17]([C:20]([O:21][C:22]([CH3:23])([CH3:24])[CH3:25])=[O:26])[CH2:18][CH2:19]3)[CH2:12][CH2:13]2)[n:6][cH:7]1.[OH:27][C:28]([C:29]([F:30])([F:31])[F:32])=[O:33]>>[CH3:1][c:2]1[n:3][cH:4][c:5]([N:8]2[CH2:9][CH2:10][CH:11]([CH:14]3[CH2:15][CH2:16][NH:17][CH2:18][CH2:19]3)[CH2:12][CH2:13]2)[n:6][cH:7]1.